From a dataset of the Open Reaction Database (ORD), a public repository of structured organic reaction records. describe an organic reaction: reactants, conditions, products, and yield Starting materials: OC(C1=CC(=CC=C1)C(N1C(CCC1=O)=O)O)N1C(CCC1=O)=O (1,3-bis(hydroxysuccinimidomethyl)benzene), C(C)(=O)[O-].[Mg+2].C(C)(=O)[O-] (magnesium acetate). Solvent: C(C)(=O)OC(C)=O (acetic anhydride). Reaction conditions: temperature 100 celsius. Product: C(C)(=O)C(C1=CC(=CC=C1)C(N1C(CCC1=O)=O)C(C)=O)N1C(CCC1=O)=O (1,3-Bis(acetylsuccinimidomethyl)benzene). Yield: 16670.1%. Reaction SMILES: O[CH:2]([N:18]1[C:22](=[O:23])[CH2:21][CH2:20][C:19]1=[O:24])[C:3]1[CH:8]=[CH:7][CH:6]=[C:5]([CH:9](O)[N:10]2[C:14](=[O:15])[CH2:13][CH2:12][C:11]2=[O:16])[CH:4]=1.[C:25]([O-:28])(=O)[CH3:26].[Mg+2].[C:30]([O-])(=[O:32])[CH3:31]>C(OC(=O)C)(=O)C>[C:30]([CH:2]([N:18]1[C:22](=[O:23])[CH2:21][CH2:20][C:19]1=[O:24])[C:3]1[CH:8]=[CH:7][CH:6]=[C:5]([CH:9]([C:25](=[O:28])[CH3:26])[N:10]2[C:14](=[O:15])[CH2:13][CH2:12][C:11]2=[O:16])[CH:4]=1)(=[O:32])[CH3:31] |f:1.2.3|. Reported procedure: A mixture of 10 g 1,3-bis(hydroxysuccinimidomethyl)benzene, 20 mg magnesium acetate and 50 ml acetic anhydride was heated at 100° C. for 1 hour. The acetic anhydride and acetic acid were evaporated under reduced pressure, leaving 9 g (72%) of a light brown crystalline product. Starting materials: O=C(O)C1CC(F)CN1C(=O)OCc1ccccc1, CCN. Product: CCNC(=O)C1CC(F)CN1C(=O)OCc1ccccc1. RXN SMILES: [CH2:1]([c:2]1[cH:3][cH:4][cH:5][cH:6][cH:7]1)[O:8][C:9](=[O:10])[N:11]1[CH:12]([C:13](=[O:14])[OH:15])[CH2:16][CH:17]([F:19])[CH2:18]1.[CH2:20]([CH3:21])[NH2:22]>>[CH2:1]([c:2]1[cH:3][cH:4][cH:5][cH:6][cH:7]1)[O:8][C:9](=[O:10])[N:11]1[CH:12]([C:13](=[O:15])[NH:22][CH2:20][CH3:21])[CH2:16][CH:17]([F:19])[CH2:18]1. As a reaction SMILES: [CH3:25][CH2:26][O:27][C:28](=[O:29])[CH3:30].[F:1][c:2]1[cH:3][c:4]([Br:12])[c:5]([NH2:6])[c:7]([N+:9](=[O:10])[O-:11])[cH:8]1.[I-:23].[K+:22].[N:18]([O-:19])=[O:20].[Na+:21].[OH2:24].[S:13](=[O:14])(=[O:15])([OH:16])[OH:17]>>[F:1][c:2]1[cH:3][c:4]([Br:12])[c:5]([I:23])[c:7]([N+:9](=[O:10])[O-:11])[cH:8]1. The product is O=[N+]([O-])c1cc(F)cc(Br)c1I. The reactants are CCOC(C)=O, Nc1c(Br)cc(F)cc1[N+](=O)[O-], [I-], [K+], O=N[O-], [Na+], O, O=S(=O)(O)O. Starting materials: [BH4-], C1CCOC1, CC(C)(C)OC(=O)Nc1cccc(C=O)n1, [Na+]. Yields the product CC(C)(C)OC(=O)Nc1cccc(CO)n1. As a reaction SMILES: [BH4-:17].[CH2:19]1[O:20][CH2:21][CH2:22][CH2:23]1.[CH:1](=[O:2])[c:3]1[cH:4][cH:5][cH:6][c:7]([NH:9][C:10]([O:11][C:12]([CH3:13])([CH3:14])[CH3:15])=[O:16])[n:8]1.[Na+:18]>>[CH2:1]([OH:2])[c:3]1[cH:4][cH:5][cH:6][c:7]([NH:9][C:10]([O:11][C:12]([CH3:13])([CH3:14])[CH3:15])=[O:16])[n:8]1.